Dataset: the Open Reaction Database (ORD), a public repository of structured organic reaction records. Task: describe an organic reaction: reactants, conditions, products, and yield Starting materials: BrC=1C=C(NC2=C3C(=NC=C2C#N)C2=C(S3)C=CC(=C2)[N+](=O)[O-])C=CC1 (4-(3-bromoanilino)-8-nitro[1]benzothieno[3,2-b]pyridine-3-carbonitrile), [Cl-].[NH4+] (ammonium chloride). Reagents/catalysts: [Fe] (iron). Solvent: CO (methanol), O (water). Product: NC=1C=CC2=C(C1)C1=NC=C(C(=C1S2)NC2=CC(=CC=C2)Br)C#N (8-amino-4-(3-bromoanilino)-[1]benzothieno[3,2-b]pyridine-3-carbonitrile). Yield: 21.4%. As a reaction SMILES: [Br:1][C:2]1[CH:3]=[C:4]([CH:24]=[CH:25][CH:26]=1)[NH:5][C:6]1[C:11]([C:12]#[N:13])=[CH:10][N:9]=[C:8]2[C:14]3[CH:20]=[C:19]([N+:21]([O-])=O)[CH:18]=[CH:17][C:15]=3[S:16][C:7]=12.[Cl-].[NH4+]>CO.O.[Fe]>[NH2:21][C:19]1[CH:18]=[CH:17][C:15]2[S:16][C:7]3[C:8](=[N:9][CH:10]=[C:11]([C:12]#[N:13])[C:6]=3[NH:5][C:4]3[CH:24]=[CH:25][CH:26]=[C:2]([Br:1])[CH:3]=3)[C:14]=2[CH:20]=1 |f:1.2|. Procedure: A mixture of 436 mg (1.03 mmol) of 4-(3-bromoanilino)-8-nitro[1]benzothieno[3,2-b]pyridine-3-carbonitrile, 291 mg (5.19 mmol) of iron powder and 416 mg (7.77 mmol) of ammonium chloride in 160 mL of methanol and 110 mL of water is heated at reflux for 5.5 hours. The reaction mixture is filtered hot and the solid residue is extracted with several portions of hot ethyl acetate followed by hot methanol. All the organic layers are combined and washed with water. The organic layer is dried over magnes... Reactants: [H-].[Na+] (sodium hydride), CN1CCCN(C1=O)C (DMPU), C(C#CCO)O (2-butyne-1,4-diol), C(C)(C)C=1C=CC(=NC1)S(=O)(=O)NC1=NC(=NC(=C1C1=CC=C(C=C1)C)Cl)C1=CC=NC=C1 (5-isopropyl-N-[6-chloro-5-(p-tolyl)-2-(4-pyridyl)-4-pyrimidinyl]-2-pyridine sulfonamide). Solvent: CN(C)C=O (DMF). Yields the product C(C)(C)C=1C=CC(=NC1)S(=O)(=O)NC1=NC(=NC(=C1C1=CC=C(C=C1)C)OCC#CCO)C1=CC=NC=C1 (5-isopropyl-N-[6-(4-hydroxy-2-butynyloxy)-5-(p-tolyl)-2-(4-pyridyl)-4-pyrimidinyl]-2-pyridine sulfonamide). RXN SMILES: [H-].[Na+].CN1C(=O)N(C)CCC1.[CH2:12]([OH:17])[C:13]#[C:14][CH2:15][OH:16].[CH:18]([C:21]1[CH:22]=[CH:23][C:24]([S:27]([NH:30][C:31]2[C:36]([C:37]3[CH:42]=[CH:41][C:40]([CH3:43])=[CH:39][CH:38]=3)=[C:35](Cl)[N:34]=[C:33]([C:45]3[CH:50]=[CH:49][N:48]=[CH:47][CH:46]=3)[N:32]=2)(=[O:29])=[O:28])=[N:25][CH:26]=1)([CH3:20])[CH3:19]>CN(C=O)C>[CH:18]([C:21]1[CH:22]=[CH:23][C:24]([S:27]([NH:30][C:31]2[C:36]([C:37]3[CH:42]=[CH:41][C:40]([CH3:43])=[CH:39][CH:38]=3)=[C:35]([O:16][CH2:15][C:14]#[C:13][CH2:12][OH:17])[N:34]=[C:33]([C:45]3[CH:46]=[CH:47][N:48]=[CH:49][CH:50]=3)[N:32]=2)(=[O:28])=[O:29])=[N:25][CH:26]=1)([CH3:20])[CH3:19] |f:0.1|. Procedure details: To a slurry of 0.34 g of sodium hydride in 15 ml of DMF and 4 ml of DMPU 2.4 g of 2-butyne-1,4-diol was added at room temperature. The mixture was stirred until no more gas evolved. Then 0.67 g of 5-isopropyl-N-[6-chloro-5-(p-tolyl)-2-(4-pyridyl)-4-pyrimidinyl]-2-pyridine sulfonamide was added and the mixture was stirred at 90° C. for 48 h. The solvent was removed in vacuo and the residue was taken up in 100 ml of 10% aqueous acetic acid. The mixture was extracted three times with 100 ml of ethy...